From a dataset of the Open Reaction Database (ORD), a public repository of structured organic reaction records. describe an organic reaction: reactants, conditions, products, and yield The reactants are [H][H] (hydrogen), N1=CC=CC2=CC=CC=C12 (Quinoline), C(C)(C)(C)OC(COC1=CC(=CC=C1)C#CCO)=O ([3-(3-hydroxyprop-1-ynyl)phenoxy]acetic acid tert-butyl ester). Reagents/catalysts: [Pd].CC(=O)[O-].CC(=O)[O-].[Pb+2] (Lindlar catalyst). Run in CO (methanol). Conditions: time 1 hour. Product: C(C)(C)(C)OC(COC1=CC(=CC=C1)\C=C/CO)=O (cis-[3-(3-hydroxypropenyl)phenoxy]acetic acid tert-butyl ester). The yield is 76.0%. RXN SMILES: N1C2C(=CC=CC=2)C=CC=1.[C:11]([O:15][C:16](=[O:29])[CH2:17][O:18][C:19]1[CH:24]=[CH:23][CH:22]=[C:21]([C:25]#[C:26][CH2:27][OH:28])[CH:20]=1)([CH3:14])([CH3:13])[CH3:12].[H][H]>[Pd].CC([O-])=O.CC([O-])=O.[Pb+2].CO>[C:11]([O:15][C:16](=[O:29])[CH2:17][O:18][C:19]1[CH:24]=[CH:23][CH:22]=[C:21](/[CH:25]=[CH:26]\[CH2:27][OH:28])[CH:20]=1)([CH3:14])([CH3:12])[CH3:13] |f:3.4.5.6|. Procedure details: Quinoline (54 μL) and a Lindlar catalyst (54 mg) were added to a stirred solution of [3-(3-hydroxyprop-1-ynyl)phenoxy]acetic acid tert-butyl ester (547 mg, 2.09 mmol) in methanol (4.3 mL) under a nitrogen atmosphere. The mixture was stirred for 1 hour in a balloon filled with hydrogen, filtered, and the filtrate was taken to dryness. The residue was purified by flash chromatography, eluting with hexane/ethyl acetate, dissolved in diethyl ether, and washed with 2 N hydrochloric acid (10 mL) and 1... Starting materials: CN(C=O)C (N,N-dimethylformamide), C(C(=O)Br)(=O)Br (oxalyl bromide), ClC1=C(C=C(C(=O)OC)C=C1)N1C(C(NC=C1)=O)=O (methyl 4-chloro-3-(2,3-dioxo-3,4-dihydropyrazin-1(2H)-yl)benzoate). Solvent: C(Cl)Cl (DCM). Reaction conditions: temperature 20 celsius, time 16 hour. The product is BrC=1C(N(C=CN1)C=1C=C(C(=O)OC)C=CC1Cl)=O (methyl 3-(3-bromo-2-oxopyrazin-1(2H)-yl)-4-chlorobenzoate). As a reaction SMILES: [Cl:1][C:2]1[CH:11]=[CH:10][C:5]([C:6]([O:8][CH3:9])=[O:7])=[CH:4][C:3]=1[N:12]1[CH:17]=[CH:16][NH:15][C:14](=O)[C:13]1=[O:19].CN(C)C=O.C(Br)(=O)C([Br:28])=O>C(Cl)Cl>[Br:28][C:14]1[C:13](=[O:19])[N:12]([C:3]2[CH:4]=[C:5]([CH:10]=[CH:11][C:2]=2[Cl:1])[C:6]([O:8][CH3:9])=[O:7])[CH:17]=[CH:16][N:15]=1. Reported procedure: A suspension of methyl 4-chloro-3-(2,3-dioxo-3,4-dihydropyrazin-1(2H)-yl)benzoate (Example 330d, 8 g) in DCM (80 mL) was treated with N,N-dimethylformamide (0.220 mL) and oxalyl bromide (2.94 mL) dropwise over 5 min at room temperature under nitrogen. The resulting mixture was stirred at 20° C. for 16 h. The reaction mixture turned black and was evaporated to afford crude product. Purification (SiO2 chromatography eluting with 30% diethyl ether in dichloromethane) gave the subtitle compound (6.3... Reactants: O=C([O-])O, Cc1ncccc1C(=O)O, CCN=C=NCCCN(C)C, CO, CSc1c(Cl)cc2c([nH]c3cnccc32)c1N, Cl, [Na+], c1ccncc1. Yields the product CSc1c(Cl)cc2c([nH]c3cnccc32)c1NC(=O)c1cccnc1C. RXN SMILES: [C:40](=[O:41])([OH:42])[O-:43].[CH3:18][c:19]1[c:20]([C:21](=[O:22])[OH:23])[cH:24][cH:25][cH:26][n:27]1.[CH3:29][N:30]([CH3:31])[CH2:32][CH2:33][CH2:34][N:35]=[C:36]=[N:37][CH2:38][CH3:39].[CH3:51][OH:52].[Cl:1][c:2]1[cH:3][c:4]2[c:5]3[cH:6][cH:7][n:8][cH:9][c:10]3[nH:11][c:12]2[c:13]([NH2:17])[c:14]1[S:15][CH3:16].[ClH:28].[Na+:44].[cH:45]1[cH:46][cH:47][n:48][cH:49][cH:50]1>>[Cl:1][c:2]1[cH:3][c:4]2[c:5]3[cH:6][cH:7][n:8][cH:9][c:10]3[nH:11][c:12]2[c:13]([NH:17][C:21]([c:20]2[c:19]([CH3:18])[n:27][cH:26][cH:25][cH:24]2)=[O:22])[c:14]1[S:15][CH3:16]. The reactants are OC1CCC(N1)=O (5-hydroxy-pyrrolidin-2-one), C(CCCCCCC)O (n-octanol). Yields the product C(CCCCCCC)OC1CCC(N1)=O (5-n-octyloxy-pyrrolidin-2-one). Reaction SMILES: [OH:1][CH:2]1[NH:6][C:5](=[O:7])[CH2:4][CH2:3]1.[CH2:8](O)[CH2:9][CH2:10][CH2:11][CH2:12][CH2:13][CH2:14][CH3:15]>>[CH2:8]([O:1][CH:2]1[NH:6][C:5](=[O:7])[CH2:4][CH2:3]1)[CH2:9][CH2:10][CH2:11][CH2:12][CH2:13][CH2:14][CH3:15]. Procedure details: 7.5 g of 5-hydroxy-pyrrolidin-2-one, 10 cm3 of n-octanol and 4 g of Amberlite IR 120H are heated to 60° C. for 4 hours. After filtering, the n-octanol is eliminated by distilling under reduced pressure. 5.5 g of the expected product is obtained, m.p. 36°-38° C., crystallized from hexane. Reactants: COC(C(C(C1=CC=C(C=C1)F)Cl)=O)=O (3-chloro-3-(4-fluoro-phenyl)-2-oxo-propionic acid methylester), C(C)C1=CC=C(C=O)C=C1 (4-ethylbenzaldehyde), FC1=CC=C(C=O)C=C1 (4-fluorobenzaldehyde). The product is COC(C(C(C1=CC=C(C=C1)CC)Cl)=O)=O (3-chloro-3-(4-ethyl-phenyl)-2-oxo-propionic acid methylester). Reaction SMILES: [CH3:1][O:2][C:3](=[O:15])[C:4](=[O:14])[CH:5]([Cl:13])[C:6]1[CH:11]=[CH:10][C:9](F)=[CH:8][CH:7]=1.[CH2:16](C1C=CC(C=O)=CC=1)[CH3:17].FC1C=CC(C=O)=CC=1>>[CH3:1][O:2][C:3](=[O:15])[C:4](=[O:14])[CH:5]([Cl:13])[C:6]1[CH:11]=[CH:10][C:9]([CH2:16][CH3:17])=[CH:8][CH:7]=1. Reported procedure: This compound was synthesised as 3-chloro-3-(4-fluoro-phenyl)-2-oxo-propionic acid methylester but using 4-ethylbenzaldehyde instead 4-fluorobenzaldehyde. The reactants are C(CCCC)C=1C=CC(=NC1)C1=CC=C(C=C1)NC(OCCC)=O (propyl p-(5-pentyl-2-pyridyl)phenylcarbamate), [OH-].[K+] (potassium hydroxide), O (water), O (water). The solvent is C(COCCO)O (diethylene glycol). Reaction conditions: temperature 170 celsius. Yields the product C(CCCC)C=1C=CC(=NC1)C1=CC=C(N)C=C1 (p-(5-pentyl-2-pyridyl)aniline). The yield is 44.3%. RXN SMILES: [CH2:1]([C:6]1[CH:7]=[CH:8][C:9]([C:12]2[CH:17]=[CH:16][C:15]([NH:18]C(=O)OCCC)=[CH:14][CH:13]=2)=[N:10][CH:11]=1)[CH2:2][CH2:3][CH2:4][CH3:5].[OH-].[K+].O>C(O)COCCO>[CH2:1]([C:6]1[CH:7]=[CH:8][C:9]([C:12]2[CH:13]=[CH:14][C:15]([NH2:18])=[CH:16][CH:17]=2)=[N:10][CH:11]=1)[CH2:2][CH2:3][CH2:4][CH3:5] |f:1.2|. Reported procedure: A solution of 2.24 g of propyl p-(5-pentyl-2-pyridyl)phenylcarbamate in 186 ml of diethylene glycol was treated with 26 ml of potassium hydroxide and 47 ml of water and heated at 170° C. under nitrogen. After 1.75 hours the reaction mixture was cooled, poured into 250 ml of water and extracted with methylene chloride. The organic phase was dried over sodium sulphate, filtered and freed from solvent on a rotary evaporator under a vacuum. Purification of the residue (1.39 g) by chromatography on 6... Starting materials: C1(CC(CCC1)=O)=O (1,3-cyclohexanedione), N1CCOCC1 (morpholine). The solvent is C1=CC=CC=C1 (benzene). Yields the product O1CCN(CC1)C1=CC(CCC1)=O (3-Morpholino-2-cyclohexen-1-one). RXN SMILES: [C:1]1(=O)[CH2:6][CH2:5][CH2:4][C:3](=[O:7])[CH2:2]1.[NH:9]1[CH2:14][CH2:13][O:12][CH2:11][CH2:10]1>C1C=CC=CC=1>[O:12]1[CH2:13][CH2:14][N:9]([C:1]2[CH2:6][CH2:5][CH2:4][C:3](=[O:7])[CH:2]=2)[CH2:10][CH2:11]1. Procedure: In 700 ml benzene was dissolved 40.0 g 1,3-cyclohexanedione and 62 ml morpholine. The resulting solution was heated at reflux under nitrogen atmosphere for 1.5 hours. The water present in the reaction mixture was collected using a Dean-Stark trap. Upon cooling to room temperature, the reaction mixture was filtered through alumina and the filtrate concentrated in vacuo. Trituration of the resulting oil with ether solidified 62.4 g of 3-morpholino-2-cyclohexen-1-one crystals. The reactants are O=C1OC(=O)c2cc(Br)ccc21, CC(C)N, Cc1ccccc1, Cl, C1COCCO1. Product: CC(C)N1Cc2ccc(Br)cc2C1, Cl. As a reaction SMILES: [Br:1][c:2]1[cH:3][c:4]2[c:5]([cH:11][cH:12]1)[C:6](=[O:7])[O:9][C:8]2=[O:10].[CH3:13][CH:14]([CH3:15])[NH2:16].[CH3:24][c:25]1[cH:26][cH:27][cH:28][cH:29][cH:30]1.[ClH:17].[O:18]1[CH2:19][CH2:20][O:21][CH2:22][CH2:23]1>>[Br:1][c:2]1[cH:3][c:4]2[c:5]([cH:11][cH:12]1)[CH2:6][N:16]([CH:14]([CH3:13])[CH3:15])[CH2:8]2.[ClH:17]. Starting materials: [BH4-], CC(C=CC1=C(C)CCC(=O)C1(C)C)=CC=CC(C)=CC(=O)O, CCO, Cl, [Na+]. The product is CC(C=CC1=C(C)CCC(O)C1(C)C)=CC=CC(C)=CC(=O)O. Reaction SMILES: [BH4-:24].[CH3:1][C:2](=[CH:3][C:4](=[O:5])[OH:6])[CH:7]=[CH:8][CH:9]=[C:10]([CH:11]=[CH:12][C:13]1=[C:14]([CH3:22])[CH2:15][CH2:16][C:17](=[O:21])[C:18]1([CH3:19])[CH3:20])[CH3:23].[CH3:27][CH2:28][OH:29].[ClH:26].[Na+:25]>>[CH3:1][C:2](=[CH:3][C:4](=[O:5])[OH:6])[CH:7]=[CH:8][CH:9]=[C:10]([CH:11]=[CH:12][C:13]1=[C:14]([CH3:22])[CH2:15][CH2:16][CH:17]([OH:21])[C:18]1([CH3:19])[CH3:20])[CH3:23]. Yields the product Cc1ccc(S(=O)(=O)OCCc2ccccc2)cc1. RXN SMILES: [CH2:1]([CH2:2][c:3]1[cH:4][cH:5][cH:6][cH:7][cH:8]1)[OH:9].[CH3:27][CH2:28][O:29][C:30](=[O:31])[CH3:32].[c:10]1([CH3:20])[cH:11][cH:12][c:13]([S:16](=[O:17])(=[O:18])[Cl:19])[cH:14][cH:15]1.[cH:21]1[cH:22][cH:23][n:24][cH:25][cH:26]1>>[CH2:1]([CH2:2][c:3]1[cH:4][cH:5][cH:6][cH:7][cH:8]1)[O:9][S:16]([c:13]1[cH:12][cH:11][c:10]([CH3:20])[cH:15][cH:14]1)(=[O:17])=[O:18]. Reactants: OCCc1ccccc1, CCOC(C)=O, Cc1ccc(S(=O)(=O)Cl)cc1, c1ccncc1.